Task: describe an organic reaction: reactants, conditions, products, and yield. Dataset: the Open Reaction Database (ORD), a public repository of structured organic reaction records Starting materials: CC(=O)O[BH-](OC(C)=O)OC(C)=O, CC(=O)O, Clc1cccc(C2CCNCC2)c1Cl, ClCCCl, [Na+]. Product: CN1CCC(c2cccc(Cl)c2Cl)CC1. RXN SMILES: [C:19]([O:20][BH-:21]([O:22][C:23](=[O:24])[CH3:25])[O:26][C:27](=[O:28])[CH3:29])(=[O:30])[CH3:31].[CH3:15][C:16](=[O:17])[OH:18].[Cl:1][c:2]1[c:3]([CH:9]2[CH2:10][CH2:11][NH:12][CH2:13][CH2:14]2)[cH:4][cH:5][cH:6][c:7]1[Cl:8].[Cl:33][CH2:34][CH2:35][Cl:36].[Na+:32]>>[Cl:1][c:2]1[c:3]([CH:9]2[CH2:10][CH2:11][N:12]([CH3:15])[CH2:13][CH2:14]2)[cH:4][cH:5][cH:6][c:7]1[Cl:8]. Starting materials: [Cl-].[NH4+] (Ammonium chloride), COC1=C(C=C(C=C1[N+](=O)[O-])Br)C(C)(C)C (4-bromo-2-(tert-butyl)-6-nitrophenyl methyl ether). RXN SMILES: [Cl-].[NH4+].[CH3:3][O:4][C:5]1[C:10]([N+:11]([O-])=O)=[CH:9][C:8]([Br:14])=[CH:7][C:6]=1[C:15]([CH3:18])([CH3:17])[CH3:16]>CO.O.[Fe]>[Br:14][C:8]1[CH:7]=[C:6]([C:15]([CH3:18])([CH3:17])[CH3:16])[C:5]([O:4][CH3:3])=[C:10]([CH:9]=1)[NH2:11] |f:0.1,3.4|. Yields the product crude product, BrC=1C=C(C(=C(N)C1)OC)C(C)(C)C (5-Bromo-3-(tert-butyl)-2-methoxyaniline). Procedure details: Ammonium chloride (38 g) was added to a solution of 4-bromo-2-(tert-butyl)-6-nitrophenyl methyl ether (20.6 g) in methanol-water (140 ml-140 ml) and iron (20 g) was gradually added while heating to reflux. The mixture was heated to reflux for 2 hours and then the reaction mixture was filtered through celite. The filtrate was concentrated under reduced pressure, ethyl acetate was added to the residue and the mixture was washed 3 times with brine. The organic layer was dried over anhydrous magnesi... Solvent: CO.O (methanol water). Yield: 90.2%. The reagents and catalysts are [Fe] (iron). Reactants: BrC1=NC(=CC=C1C)F (2-bromo-6-fluoro-3-methylpyridine), N1(CCNCC1)C(=O)OC(C)(C)C (tert-butyl piperazine-1-carboxylate), CN1CCCC1=O (NMP), CCN(C(C)C)C(C)C (DIPEA). Run in CCOC(=O)C (EtOAc). Reaction conditions: temperature 120 celsius. The product is BrC1=C(C=CC(=N1)N1CCN(CC1)C(=O)OC(C)(C)C)C (tert-butyl 4-(6-bromo-5-methylpyridin-2-yl)piperazine-1-carboxylate). Reaction SMILES: [Br:1][C:2]1[C:7]([CH3:8])=[CH:6][CH:5]=[C:4](F)[N:3]=1.[N:10]1([C:16]([O:18][C:19]([CH3:22])([CH3:21])[CH3:20])=[O:17])[CH2:15][CH2:14][NH:13][CH2:12][CH2:11]1.CN1C(=O)CCC1.CCN(C(C)C)C(C)C>CCOC(C)=O>[Br:1][C:2]1[N:3]=[C:4]([N:13]2[CH2:12][CH2:11][N:10]([C:16]([O:18][C:19]([CH3:22])([CH3:21])[CH3:20])=[O:17])[CH2:15][CH2:14]2)[CH:5]=[CH:6][C:7]=1[CH3:8]. Reported procedure: To microwave vial was added 2-bromo-6-fluoro-3-methylpyridine (1355 mg, 7.13 mmol), tert-butyl piperazine-1-carboxylate (1338 mg, 7.18 mmol), anhydrous NMP (3.5 mL), and DIPEA (1.65 ml, 9.45 mmol). The resulting mixture was heated at 120° C. for 16 hours. The reaction mixture was allowed to cool to room temperature. The mixture was then diluted with EtOAc (100 mL), washed with water (20 mL) and brine (20 mL), dried over sodium sulfate, filtered and concentrated. The crude residue was purified by...